From a dataset of the Open Reaction Database (ORD), a public repository of structured organic reaction records. describe an organic reaction: reactants, conditions, products, and yield Reactants: [OH-].[Na+] (sodium hydroxide), CSC=1C=C2C=CC(=CC2=CC1)C(C(=O)O)C (6-methylthio-2-naphthyl-α-methylacetic acid). Solvent: CO (methanol). Conditions: temperature 50 celsius, time 18 hour. The product is CSC=1C=C2C=CC(=CC2=CC1)C(C(=O)[O-])C.[Na+] (sodium 6-methylthio-2-naphthyl-α-methylacetate). RXN SMILES: [OH-].[Na+:2].[CH3:3][S:4][C:5]1[CH:6]=[C:7]2[C:12](=[CH:13][CH:14]=1)[CH:11]=[C:10]([CH:15]([CH3:19])[C:16]([OH:18])=[O:17])[CH:9]=[CH:8]2>CO>[CH3:3][S:4][C:5]1[CH:6]=[C:7]2[C:12](=[CH:13][CH:14]=1)[CH:11]=[C:10]([CH:15]([CH3:19])[C:16]([O-:18])=[O:17])[CH:9]=[CH:8]2.[Na+:2] |f:0.1,4.5|. Procedure details: To a mixture of 4 g. of sodium hydroxide and 500 ml. of methanol are added 24.6 g. of 6-methylthio-2-naphthyl-α-methylacetic acid. The mixture is stirred for 18 hours at 50° C. The cooled mixture is then evaporated to give sodium 6-methylthio-2-naphthyl-α-methylacetate.